From a dataset of the Open Reaction Database (ORD), a public repository of structured organic reaction records. describe an organic reaction: reactants, conditions, products, and yield Reactants: NC1=NN(C=C1C(N)=O)C1(CCN(CC1)C(=O)OC(C)(C)C)CC#N (tert-butyl 4-(3-amino-4-carbamoyl-1H-pyrazol-1-yl)-4-(cyanomethyl)piperidine-1-carboxylate), NC1=NN(C=C1C(N)=O)C1(CCN(CC1)C(=O)OC(C)(C)C)CC#N (tert-butyl 4-(3-amino-4-carbamoyl-1H-pyrazol-1-yl)-4-(cyanomethyl)piperidine-1-carboxylate), BrC1=CC(=NC=C1)F (4-bromo-2-fluoropyridine), [O-]P(=O)([O-])[O-].[K+].[K+].[K+] (K3PO4), CC(C)C1=CC(=C(C(=C1)C(C)C)C2=C(C=CC=C2)P(C3CCCCC3)C4CCCCC4)C(C)C (X-Phos). Reagents/catalysts: C=1C=CC(=CC1)/C=C/C(=O)/C=C/C2=CC=CC=C2.C=1C=CC(=CC1)/C=C/C(=O)/C=C/C2=CC=CC=C2.C=1C=CC(=CC1)/C=C/C(=O)/C=C/C2=CC=CC=C2.[Pd].[Pd] (Pd2(dba)3). Run in O1CCOCC1 (dioxane), CCOC(=O)C (EtOAc). Reaction conditions: temperature 95 celsius. The product is C(N)(=O)C=1C(=NN(C1)C1(CCN(CC1)C(=O)OC(C)(C)C)CC#N)NC1=CC(=NC=C1)F (tert-Butyl 4-{4-carbamoyl-3-[(2-fluoropyridin-4-yl)amino]-1H-pyrazol-1-yl}-4-(cyanomethyl)piperidine-1-carboxylate). As a reaction SMILES: [NH2:1][C:2]1[C:6]([C:7](=[O:9])[NH2:8])=[CH:5][N:4]([C:10]2([CH2:23][C:24]#[N:25])[CH2:15][CH2:14][N:13]([C:16]([O:18][C:19]([CH3:22])([CH3:21])[CH3:20])=[O:17])[CH2:12][CH2:11]2)[N:3]=1.Br[C:27]1[CH:32]=[CH:31][N:30]=[C:29]([F:33])[CH:28]=1.[O-]P([O-])([O-])=O.[K+].[K+].[K+].CC(C1C=C(C(C)C)C(C2C=CC=CC=2P(C2CCCCC2)C2CCCCC2)=C(C(C)C)C=1)C>CCOC(C)=O.C1C=CC(/C=C/C(/C=C/C2C=CC=CC=2)=O)=CC=1.C1C=CC(/C=C/C(/C=C/C2C=CC=CC=2)=O)=CC=1.C1C=CC(/C=C/C(/C=C/C2C=CC=CC=2)=O)=CC=1.[Pd].[Pd].O1CCOCC1>[C:7]([C:6]1[C:2]([NH:1][C:27]2[CH:32]=[CH:31][N:30]=[C:29]([F:33])[CH:28]=2)=[N:3][N:4]([C:10]2([CH2:23][C:24]#[N:25])[CH2:15][CH2:14][N:13]([C:16]([O:18][C:19]([CH3:20])([CH3:21])[CH3:22])=[O:17])[CH2:12][CH2:11]2)[CH:5]=1)(=[O:9])[NH2:8] |f:2.3.4.5,8.9.10.11.12|. Procedure details: To a microwave vial was added tert-butyl 4-(3-amino-4-carbamoyl-1H-pyrazol-1-yl)-4-(cyanomethyl)piperidine-1-carboxylate (Intermediate 35-1) (5.0 g, 14 mmol), 4-bromo-2-fluoropyridine (2.5 g, 14 mmol), K3PO4 (6.1 g, 29 mmol), and dioxane (72 mL). The mixture was degassed with bubbling argon for 5 minutes. Pd2(dba)3 (0.7 g, 0.7 mmol) and X-Phos (1.0 g, 2.2 mmol) were then added, and the vial was sealed and heated to 95° C. for 5 hours. The mixture was then cooled to ambient temperature, diluted w... Reactants: BrC=1C=C(C=CC1F)C1C2=C(NC=3CN(CC(C13)=O)C(=O)OC=C)COCC2=O (Vinyl 5-(3-bromo-4-fluorophenyl)-4,6-dioxo-4,5,6,7,9,10-hexahydro-1H-pyrano[3,4-b][1,7]naphthyridine-8(3H)-carboxylate), Cl (HCl). Run in C(C)O (ethanol). The product is Cl.BrC=1C=C(C=CC1F)C1C2=C(NC=3CNCC(C13)=O)COCC2=O (5-(3-bromo-4-fluorophenyl)-5,8,9,10-tetrahydro-1H-pyrano[3,4-b][1,7]naphthyridine-4,6(3H,7H)-dione Hydrochloride). As a reaction SMILES: [Br:1][C:2]1[CH:3]=[C:4]([CH:9]2[C:18]3[C:17](=[O:19])[CH2:16][N:15](C(OC=C)=O)[CH2:14][C:13]=3[NH:12][C:11]3[CH2:25][O:26][CH2:27][C:28](=[O:29])[C:10]2=3)[CH:5]=[CH:6][C:7]=1[F:8].[ClH:30]>C(O)C>[ClH:30].[Br:1][C:2]1[CH:3]=[C:4]([CH:9]2[C:18]3[C:17](=[O:19])[CH2:16][NH:15][CH2:14][C:13]=3[NH:12][C:11]3[CH2:25][O:26][CH2:27][C:28](=[O:29])[C:10]2=3)[CH:5]=[CH:6][C:7]=1[F:8] |f:3.4|. Procedure: A solution of Example 24B in ethanol (10 mL) was treated with 6N HCl (5 mL), refluxed for 3 hours and concentrated. Purification by flash chromatography over silica gel (10% methanol/ammonia saturated methylene chloride) provided the title compound (0.080 g) which was converted to the hydrochloride salt. Reactants: C(CCC)(=O)C=1C=NC2=C(C=CC=C2C1Cl)OC (3-Butyryl-4-chloro-8-methoxyquinoline), COC1=CC(=C(N)C=C1)C (4-methoxy-2-methylaniline). Solvent: O1CCOCC1 (1,4-dioxan). Product: C(CCC)(=O)C=1C=NC2=C(C=CC=C2C1NC1=C(C=C(C=C1)OC)C)OC (3-butyryl-4-(4- methoxy-2-methylphenylamino)-8-methoxyquinoline). Yield: 34.7%. RXN SMILES: [C:1]([C:6]1[CH:7]=[N:8][C:9]2[C:14]([C:15]=1Cl)=[CH:13][CH:12]=[CH:11][C:10]=2[O:17][CH3:18])(=[O:5])[CH2:2][CH2:3][CH3:4].[CH3:19][O:20][C:21]1[CH:27]=[CH:26][C:24]([NH2:25])=[C:23]([CH3:28])[CH:22]=1>O1CCOCC1>[C:1]([C:6]1[CH:7]=[N:8][C:9]2[C:14]([C:15]=1[NH:25][C:24]1[CH:26]=[CH:27][C:21]([O:20][CH3:19])=[CH:22][C:23]=1[CH3:28])=[CH:13][CH:12]=[CH:11][C:10]=2[O:17][CH3:18])(=[O:5])[CH2:2][CH2:3][CH3:4]. Reported procedure: 3-Butyryl-4-chloro-8-methoxyquinoline (5.0 g, 0.019 mol) and 4-methoxy-2-methylaniline (3.0 g, 0.022 mol) were heated under reflux in 1,4-dioxan (50 ml) for 30 minutes. The solvent was evaporated and the residue was dissolved in dichloromethane, washed with dilute hydrochloric acid, sodium bicarbonate solution, water and brine. The solution was dried and evaporated to an oil, which crystallised on standing. The crystals were triturated with ether and recrytallised from ethyl acetate to give 3-bu... Starting materials: ClC=1C=C(C=CC1)B(O)O (3-chlorophenylboronic acid), OC(C)(C)C(C)(C)O (pinacol). Yields the product ClC=1C=C(C=CC1)B1OC(C(O1)(C)C)(C)C (2-(3-Chlorophenyl)-4,4,5,5-tetramethyl-[1,3,2]dioxaborolane). The yield is 75.0%. Reaction SMILES: [Cl:1][C:2]1[CH:3]=[C:4]([B:8]([OH:10])[OH:9])[CH:5]=[CH:6][CH:7]=1.O[C:12]([C:15](O)([CH3:17])[CH3:16])([CH3:14])[CH3:13]>>[Cl:1][C:2]1[CH:3]=[C:4]([B:8]2[O:10][C:15]([CH3:17])([CH3:16])[C:12]([CH3:14])([CH3:13])[O:9]2)[CH:5]=[CH:6][CH:7]=1. Reported procedure: The title compound (75%, oil) was prepared from 3-chlorophenylboronic acid and pinacol.